Dataset: the Open Reaction Database (ORD), a public repository of structured organic reaction records. Task: describe an organic reaction: reactants, conditions, products, and yield The reactants are N(N)C1=NCCC2=CC=CC=C12 (1-hydrazino-3,4-dihydroisoquinoline), S(O)(O)(=O)=O (sulfuric acid). The product is CC(C=NNC1=NCCC2=CC=CC=C12)=CC (1-[2-(2,3-dimethylallylidene)hydrazino]-3,4-dihydroisoquinoline). Reaction SMILES: [NH:1]([C:3]1[C:12]2[C:7](=[CH:8][CH:9]=[CH:10][CH:11]=2)[CH2:6][CH2:5][N:4]=1)[NH2:2].S(=O)(=O)(O)O>>[CH3:8][C:7](=[CH:6][CH3:5])[CH:12]=[N:2][NH:1][C:3]1[C:12]2[C:7](=[CH:8][CH:9]=[CH:10][CH:11]=2)[CH2:6][CH2:5][N:4]=1. Procedure: In a manner similar to that of Example 4, condensation of 1-hydrazino-3,4-dihydroisoquinoline (11.0 g.) and tigladehyde (7.47 g.) and treatment of the product with sulfuric acid gave 1-[2-(2,3-dimethylallylidene)hydrazino]-3,4-dihydroisoquinoline (I: X=CH3CH=C(CH3), X'=Y=Y'=Z=Z'=H) sulfate (5.1 g., m.p. 231°-232° C. with decomposition). Starting materials: C1COCCN1, CC(C)O, O=C1Nc2ccccc2N(C(=O)CCCl)c2ccccc21. The product is O=C1Nc2ccccc2N(C(=O)CCN2CCOCC2)c2ccccc21. As a reaction SMILES: [CH2:22]1[CH2:23][O:24][CH2:25][CH2:26][NH:27]1.[CH:28]([OH:29])([CH3:30])[CH3:31].[Cl:1][CH2:2][CH2:3][C:4](=[O:5])[N:6]1[c:7]2[c:8]([cH:18][cH:19][cH:20][cH:21]2)[NH:9][C:10](=[O:17])[c:11]2[c:12]1[cH:13][cH:14][cH:15][cH:16]2>>[CH2:2]([CH2:3][C:4](=[O:5])[N:6]1[c:7]2[c:8]([cH:18][cH:19][cH:20][cH:21]2)[NH:9][C:10](=[O:17])[c:11]2[c:12]1[cH:13][cH:14][cH:15][cH:16]2)[N:27]1[CH2:22][CH2:23][O:24][CH2:25][CH2:26]1.